This data is from the Open Reaction Database (ORD), a public repository of structured organic reaction records. The task is: describe an organic reaction: reactants, conditions, products, and yield As a reaction SMILES: [CH3:23][C:24]([OH:25])=[O:26].[CH3:27][C:28]([O:29][C:30](=[O:31])[CH3:32])=[O:33].[NH2:1][c:2]1[cH:3][cH:4][c:5](-[c:8]2[cH:9][c:10]([C:19]([CH3:20])([CH3:21])[CH3:22])[c:11]([OH:18])[c:12]([C:14]([CH3:15])([CH3:16])[CH3:17])[cH:13]2)[cH:6][cH:7]1.[OH2:34]>>[NH:1]([c:2]1[cH:3][cH:4][c:5](-[c:8]2[cH:9][c:10]([C:19]([CH3:20])([CH3:21])[CH3:22])[c:11]([OH:18])[c:12]([C:14]([CH3:15])([CH3:16])[CH3:17])[cH:13]2)[cH:6][cH:7]1)[C:24]([CH3:23])=[O:25]. Reactants: CC(=O)O, CC(=O)OC(C)=O, CC(C)(C)c1cc(-c2ccc(N)cc2)cc(C(C)(C)C)c1O, O. Product: CC(=O)Nc1ccc(-c2cc(C(C)(C)C)c(O)c(C(C)(C)C)c2)cc1. The reactants are CC(C#C)(C)C1=CC=C(C=C1)C(F)(F)F (3-methyl-3-(4-trifluoromethylphenyl)-1-butyne), O1BOC2=C1C=CC=C2 (1,3,2-benzodioxaborole). The solvent is ice water. Reaction conditions: temperature 70 celsius, time 6 hour. Yields the product CC(/C=C/B(O)O)(C)C1=CC=C(C=C1)C(F)(F)F (trans-3-methyl-3-(4-trifluoromethylphenyl)-1-butenylboronic acid). Isolated yield 89.1%. RXN SMILES: [CH3:1][C:2]([C:6]1[CH:11]=[CH:10][C:9]([C:12]([F:15])([F:14])[F:13])=[CH:8][CH:7]=1)([CH3:5])[C:3]#[CH:4].[O:16]1C2C=CC=CC=2[O:18][BH:17]1>>[CH3:5][C:2]([C:6]1[CH:11]=[CH:10][C:9]([C:12]([F:14])([F:13])[F:15])=[CH:8][CH:7]=1)([CH3:1])/[CH:3]=[CH:4]/[B:17]([OH:18])[OH:16]. Procedure: Under a nitrogen atmosphere, a stirred mixture of 25.2 grams (0.12 mole) of 3-methyl-3-(4-trifluoromethylphenyl)-1-butyne and 12.7 mL (0.12 mole) of 1,3,2-benzodioxaborole was warmed to 70° C. where it stirred for six hours. The reaction mixture was then cooled and poured slowly into 500 mL of ice-water while flushing with nitrogen. The mixture was then allowed to warm to ambient temperature where it stirred for about 18 hours. The mixture was cooled in an ice-bath, and the resultant solid was c...